Dataset: the Open Reaction Database (ORD), a public repository of structured organic reaction records. Task: describe an organic reaction: reactants, conditions, products, and yield Starting materials: CCO, O=Cc1ccccc1, CCN(CC)CCCl, Cl, [K+], [OH-], O. Product: CCN(CC)CCOc1ccc(C=O)cc1. RXN SMILES: [CH3:20][CH2:21][OH:22].[CH:12](=[O:13])[c:14]1[cH:15][cH:16][cH:17][cH:18][cH:19]1.[Cl:4][CH2:5][CH2:6][N:7]([CH2:8][CH3:9])[CH2:10][CH3:11].[ClH:3].[K+:2].[OH-:1].[OH2:23]>>[O:1]([CH2:5][CH2:6][N:7]([CH2:8][CH3:9])[CH2:10][CH3:11])[c:17]1[cH:16][cH:15][c:14]([CH:12]=[O:13])[cH:19][cH:18]1. Reactants: ClC(Cl)(OC(OC(Cl)(Cl)Cl)=O)Cl (triphosgene), COC=1C=C2C(=CC=NC2=CC1OC)OC1=CC=C(N)C=C1 (4-[(6,7-Dimethoxy-4-quinolyl)oxy]aniline), C(C)(C)N(CC)C(C)C (diisopropylethylamine), NC=1SC(=NN1)CC (2-amino-5-ethyl-1,3,4-thiadiazole). Solvent: C(Cl)(Cl)Cl (chloroform), O (water), C(Cl)(Cl)Cl (chloroform). Conditions: time 15 minute. Product: COC=1C=C2C(=CC=NC2=CC1OC)OC1=CC=C(C=C1)NC(=O)NC=1SC(=NN1)CC (N-{4-[(6,7-Dimethoxy-4-quinolyl)oxy]phenyl}-N′-(5-ethyl-1,3,4-thiadiazol-2-yl)urea). Isolated yield 47.3%. Reaction SMILES: [CH3:1][O:2][C:3]1[CH:4]=[C:5]2[C:10](=[CH:11][C:12]=1[O:13][CH3:14])[N:9]=[CH:8][CH:7]=[C:6]2[O:15][C:16]1[CH:22]=[CH:21][C:19]([NH2:20])=[CH:18][CH:17]=1.C(N(C(C)C)CC)(C)C.ClC(Cl)(O[C:36](=[O:42])OC(Cl)(Cl)Cl)Cl.[NH2:44][C:45]1[S:46][C:47]([CH2:50][CH3:51])=[N:48][N:49]=1>C(Cl)(Cl)Cl.O>[CH3:1][O:2][C:3]1[CH:4]=[C:5]2[C:10](=[CH:11][C:12]=1[O:13][CH3:14])[N:9]=[CH:8][CH:7]=[C:6]2[O:15][C:16]1[CH:22]=[CH:21][C:19]([NH:20][C:36]([NH:44][C:45]2[S:46][C:47]([CH2:50][CH3:51])=[N:48][N:49]=2)=[O:42])=[CH:18][CH:17]=1. Reported procedure: 4-[(6,7-Dimethoxy-4-quinolyl)oxy]aniline (100 mg) was dissolved in chloroform (5 ml) and diisopropylethylamine (0.5 ml) to prepare a solution. A solution of triphosgene (100 mg) in chloroform was then added to the solution, and the mixture was stirred at room temperature for 15 min. Next, 2-amino-5-ethyl-1,3,4-thiadiazole (45 mg) was added thereto, and the mixture was further stirred at room temperature overnight. Distilled water was added to the reaction solution, and the mixture was subjected ... The reactants are Br.N1(CCNCC1)C1=C2CCC(NC2=CC=C1)=O (5-(1-Piperazinyl)-3,4-dihydrocarbostyril monohydrobromide), ClC=1C=C(C(=O)Cl)C=C(C1)Cl (3,5-dichlorobenzoyl chloride), C(O)([O-])=O.[Na+] (sodium hydrogencarbonate), N1(CCNCC1)C1=C2CCC(NC2=CC=C1)=O (5-(1-piperazinyl)-3,4-dihydrocarbostyril). Run in CN(C)C=O (DMF), C(C)N(CC)CC (triethylamine), CN(C)C=O (DMF). Reaction conditions: time 30 minute. Yields the product ClC=1C=C(C(=O)N2CCN(CC2)C2=C3CCC(NC3=CC=C2)=O)C=C(C1)Cl (5-[4-(3,5-dichlorobenzoyl)-1-piperazinyl]-3,4-dihydrocarbostyril). Isolated yield 39.7%. Reaction SMILES: Br.[N:2]1([C:8]2[CH:17]=[CH:16][CH:15]=[C:14]3[C:9]=2[CH2:10][CH2:11][C:12](=[O:18])[NH:13]3)[CH2:7][CH2:6][NH:5][CH2:4][CH2:3]1.C(=O)([O-])O.[Na+].N1(C2C=CC=C3C=2CCC(=O)N3)CCNCC1.[Cl:41][C:42]1[CH:43]=[C:44]([CH:48]=[C:49]([Cl:51])[CH:50]=1)[C:45](Cl)=[O:46]>CN(C=O)C.C(N(CC)CC)C>[Cl:41][C:42]1[CH:43]=[C:44]([CH:48]=[C:49]([Cl:51])[CH:50]=1)[C:45]([N:5]1[CH2:6][CH2:7][N:2]([C:8]2[CH:17]=[CH:16][CH:15]=[C:14]3[C:9]=2[CH2:10][CH2:11][C:12](=[O:18])[NH:13]3)[CH2:3][CH2:4]1)=[O:46] |f:0.1,2.3|. Procedure details: 5-(1-Piperazinyl)-3,4-dihydrocarbostyril monohydrobromide (3.5 g) was suspended in 40 ml DMF. After adding 960 mg of sodium hydrogencarbonate, the suspension was stirred at room temperature for 30 minutes to convert the starting compound to 5-(1-piperazinyl)-3,4-dihydrocarbostyril. Then, to the mixture was added 2.34 ml of triethylamine and the mixture was stirred at room temperature while slowly adding dropwise 10 ml of DMF solution containing 3.0 g of 3,5-dichlorobenzoyl chloride. After comple... The reactants are CN (Methylamine), CSC(=C[N+](=O)[O-])NCCSCC1=NC=CC=C1OCC (1-methylthio-1-[2-(3-ethoxy-2-pyridylmethylthio)ethylamino]-2-nitro ethylene). Run in C(C)O (ethanol). Reaction conditions: time 1 hour. The product is CNC(=C[N+](=O)[O-])NCCSCC1=NC=CC=C1OCC (1-Methylamino-[2-(3-ethoxy-2-pyridylmethylthio)ethylamino]-2-nitroethylene). As a reaction SMILES: [CH3:1][NH2:2].CS[C:5]([NH:10][CH2:11][CH2:12][S:13][CH2:14][C:15]1[C:20]([O:21][CH2:22][CH3:23])=[CH:19][CH:18]=[CH:17][N:16]=1)=[CH:6][N+:7]([O-:9])=[O:8]>C(O)C>[CH3:1][NH:2][C:5]([NH:10][CH2:11][CH2:12][S:13][CH2:14][C:15]1[C:20]([O:21][CH2:22][CH3:23])=[CH:19][CH:18]=[CH:17][N:16]=1)=[CH:6][N+:7]([O-:9])=[O:8]. Procedure: Methylamine in ethanol (33%, 25 cc) was added to 1-methylthio-1-[2-(3-ethoxy-2-pyridylmethylthio)ethylamino]-2-nitro ethylene (1.32 g) and the mixture was stirred at 40° for 1 hour and 1 hour at room temperature. Nitrogen was bubbled through the mixture for 1 hour and the precipitate was recrystallised from ethanol/ether to give the title product (0.52 g) m.p. 130°-131°.